Dataset: the Open Reaction Database (ORD), a public repository of structured organic reaction records. Task: describe an organic reaction: reactants, conditions, products, and yield Reactants: S1CC(=CC1)C=1C=C(CO)C=CC1 (3-(2,5-dihydro-3-thienyl)benzyl alcohol). Reagents/catalysts: [C].[Pd] (palladium-carbon). The solvent is C(C)O (ethanol). Product: S1CC(CC1)C=1C=C(CO)C=CC1 (3-(3-tetrahydrothienyl)benzyl alcohol). Yield: 82.5%. RXN SMILES: [S:1]1[CH2:5][CH:4]=[C:3]([C:6]2[CH:7]=[C:8]([CH:11]=[CH:12][CH:13]=2)[CH2:9][OH:10])[CH2:2]1>C(O)C.[C].[Pd]>[S:1]1[CH2:5][CH2:4][CH:3]([C:6]2[CH:7]=[C:8]([CH:11]=[CH:12][CH:13]=2)[CH2:9][OH:10])[CH2:2]1 |f:2.3|. Reported procedure: 30 mg of the 3-(2,5-dihydro-3-thienyl)benzyl alcohol obtained in Referential Example 35 was dissolved in 25 ml of ethanol, and in the presence of 50 mg of 10% palladium-carbon, catalytically reduced for 8 hours under a hydrogen pressure of 3.5 kg/cm2. The catalyst was separated by filtration, and the solvent was evaporated under reduced pressure to give 25 mg (yield 82%) of the captioned compound as a colorless oil. Starting materials: FC1=CC2=C(NC(CO2)=O)C=C1 (7-fluoro-2H-1,4-benzoxazin-3 (4H)-one), suspension, ICCC (1-iodopropane), [H-].[Na+] (sodium hydride), [H-].[Na+] (sodium hydride), Cl (hydrochloric acid). Solvent: CN(C=O)C (DMF), petroleum ether, CN(C=O)C (DMF). Conditions: temperature 40 celsius. Yields the product FC1=CC2=C(N(C(CO2)=O)CCC)C=C1 (7-fluoro-4-propyl-2H-1,4-benzoxazin-3(4H)-one). Yield: 79.7%. As a reaction SMILES: [H-].[Na+].[F:3][C:4]1[CH:14]=[CH:13][C:7]2[NH:8][C:9](=[O:12])[CH2:10][O:11][C:6]=2[CH:5]=1.I[CH2:16][CH2:17][CH3:18].Cl>CN(C)C=O>[F:3][C:4]1[CH:14]=[CH:13][C:7]2[N:8]([CH2:16][CH2:17][CH3:18])[C:9](=[O:12])[CH2:10][O:11][C:6]=2[CH:5]=1 |f:0.1|. Procedure: Under a dry argon atmosphere 2.7 grams of a 60% suspension of sodium hydride in oil (0.068 mole of sodium hydride) was waashed with petroleum ether to remove the oil. To the washed sodium hydride was added 50 ml of N,N-dimethylformamide (DMF), and the mixture was stirred. A solution of 7-fluoro-2H-1,4-benzoxazin-3 (4H)-one (10.0 grams, 0.060 mole) in 50 ml of DMF was added. This mixture was warmed to approximately 40° C. for 30 minutes, and then was cooled to room temperature. A solution of 11.2... The reactants are Cl (hydrochloric acid), O1CCOC12CCN(CC2)[C@@H]2[C@H](C[C@@H]1CC[C@H]3[C@@H]4C[C@@H]([C@@H]([C@@]4(C)CC[C@@H]3[C@]1(C2)C)O)N2CCCC2)O (2β-(1,4-dioxa-8-azaspiro[4.5]dec-8-yl)-16β-(1-pyrrolidinyl)-5α-androstane-3α,17β-diol), [OH-].[Na+] (sodium hydroxide). The solvent is O1CCOCC1 (dioxane), O1CCOCC1 (dioxane). The product is O=C1CCN(CC1)[C@@H]1[C@H](C[C@@H]2CC[C@H]3[C@@H]4C[C@@H]([C@@H]([C@@]4(C)CC[C@@H]3[C@]2(C1)C)O)N1CCCC1)O (2β-(4-oxo-1-piperidinyl)-16β-(1-pyrrolidinyl)-5α-androstane-3α,17β-diol). As a reaction SMILES: Cl.O1[C:6]2([CH2:11][CH2:10][N:9]([C@H:12]3[CH2:29][C@@:28]4([CH3:30])[C@@H:15]([CH2:16][CH2:17][C@@H:18]5[C@@H:27]4[CH2:26][CH2:25][C@@:23]4([CH3:24])[C@H:19]5[CH2:20][C@H:21]([N:32]5[CH2:36][CH2:35][CH2:34][CH2:33]5)[C@@H:22]4[OH:31])[CH2:14][C@@H:13]3[OH:37])[CH2:8][CH2:7]2)[O:5]CC1.[OH-].[Na+]>O1CCOCC1>[O:5]=[C:6]1[CH2:11][CH2:10][N:9]([C@H:12]2[CH2:29][C@@:28]3([CH3:30])[C@@H:15]([CH2:16][CH2:17][C@@H:18]4[C@@H:27]3[CH2:26][CH2:25][C@@:23]3([CH3:24])[C@H:19]4[CH2:20][C@H:21]([N:32]4[CH2:36][CH2:35][CH2:34][CH2:33]4)[C@@H:22]3[OH:31])[CH2:14][C@@H:13]2[OH:37])[CH2:8][CH2:7]1 |f:2.3|. Procedure: After adding 42 ml of 10% aqueous hydrochloric acid solution to 5 g of 2β-(1,4-dioxa-8-azaspiro[4.5]dec-8-yl)-16β-(1-pyrrolidinyl)-5α-androstane-3α,17β-diol dissolved in 100 ml of dioxane, the reaction mixture is boiled under reflux for 3 hours. After completion of the reaction, the solution is made alkaline by adding aqueous sodium hydroxide solution, dioxane is distilled off and the residue is diluted with water. After filtering, the precipitate is washed with water until neutral and dried. Th... The product is C(C)(C)(C)C=1C=C(C(=C(C1)C1=CC(=C(C=C1)F)C(F)(F)F)O)C=O (5-(tert-Butyl)-4′-fluoro-2-hydroxy-3′-(trifluoromethyl)-[1,1′-biphenyl]-3-carbaldehyde). Starting materials: C(C)(C)(C)C=1C=C(C(=C(C1)C1=CC=C(C=C1)OC(F)(F)F)O)C=O (5-(tert-butyl)-2-hydroxy-4′-(trifluoromethoxy)-[1,1′-biphenyl]-3-carbaldehyde), FC1=C(C=C(C=C1)B(O)O)C(F)(F)F (4-fluoro-3-(trifluoromethyl)phenylboronic acid), BrC=1C(=C(C=O)C=C(C1)C(C)(C)C)O (3-bromo-5-(tert-butyl)-2-hydroxybenzaldehyde), BrC=1C(=C(C=O)C=C(C1)C(C)(C)C)O (3-bromo-5-(tert-butyl)-2-hydroxybenzaldehyde). Procedure details: 5-(tert-Butyl)-4′-fluoro-2-hydroxy-3′-(trifluoromethyl)-[1,1′-biphenyl]-3-carbaldehyde was prepared as a yellow oil using the procedure described in Intermediate 5 from 3-bromo-5-(tert-butyl)-2-hydroxybenzaldehyde (Intermediate 4) and 4-fluoro-3-(trifluoromethyl)phenylboronic acid. As a reaction SMILES: C(C1C=C(C=O)C(O)=C(C2C=CC(OC(F)(F)F)=CC=2)C=1)(C)(C)C.Br[C:26]1[C:27]([OH:38])=[C:28]([CH:31]=[C:32]([C:34]([CH3:37])([CH3:36])[CH3:35])[CH:33]=1)[CH:29]=[O:30].[F:39][C:40]1[CH:45]=[CH:44][C:43](B(O)O)=[CH:42][C:41]=1[C:49]([F:52])([F:51])[F:50]>>[C:34]([C:32]1[CH:31]=[C:28]([CH:29]=[O:30])[C:27]([OH:38])=[C:26]([C:43]2[CH:44]=[CH:45][C:40]([F:39])=[C:41]([C:49]([F:52])([F:51])[F:50])[CH:42]=2)[CH:33]=1)([CH3:37])([CH3:36])[CH3:35]. Reactants: CN(C)CC(=O)O, CCN(C(C)C)C(C)C, Nc1ncnn2c(C3(O)CCCNC3)cc(-c3ccc4cn(Cc5ccccc5)nc4c3)c12, CN(C)C=O, On1nnc2ccccc21. The product is CN(C)CC(=O)N1CCCC(O)(c2cc(-c3ccc4cn(Cc5ccccc5)nc4c3)c3c(N)ncnn23)C1. RXN SMILES: [CH3:34][N:35]([CH3:36])[CH2:37][C:38]([OH:39])=[O:40].[CH:51]([N:52]([CH2:53][CH3:54])[CH:55]([CH3:56])[CH3:57])([CH3:58])[CH3:59].[NH2:1][c:2]1[n:3][cH:4][n:5][n:6]2[c:7]1[c:8](-[c:18]1[cH:19][cH:20][c:21]3[cH:22][n:23]([CH2:27][c:28]4[cH:29][cH:30][cH:31][cH:32][cH:33]4)[n:24][c:25]3[cH:26]1)[cH:9][c:10]2[C:11]1([OH:17])[CH2:12][NH:13][CH2:14][CH2:15][CH2:16]1.[O:60]=[CH:61][N:62]([CH3:63])[CH3:64].[OH:41][n:42]1[c:43]2[c:44]([cH:45][cH:46][cH:47][cH:48]2)[n:49][n:50]1>>[NH2:1][c:2]1[n:3][cH:4][n:5][n:6]2[c:7]1[c:8](-[c:18]1[cH:19][cH:20][c:21]3[cH:22][n:23]([CH2:27][c:28]4[cH:29][cH:30][cH:31][cH:32][cH:33]4)[n:24][c:25]3[cH:26]1)[cH:9][c:10]2[C:11]1([OH:17])[CH2:12][N:13]([C:38]([CH2:37][N:35]([CH3:34])[CH3:36])=[O:39])[CH2:14][CH2:15][CH2:16]1. Starting materials: CC1(OCCO1)CCCCN1N=CC(=C1)N (1-[4-(2-methyl-[1,3]dioxolan-2-yl)-butyl]-1H-pyrazol-4-ylamine), COC1=C(C=CC=C1)/C=C/C(=O)O ((E)-3-(2-methoxy-phenyl)-acrylic acid). The product is COC1=C(C=CC=C1)/C=C/C(=O)NC=1C=NN(C1)CCCCC(C)=O ((E)-3-(2-Methoxy-phenyl)-N-[1-(5-oxo-hexyl)-1H-pyrazol-4-yl]-acrylamide). RXN SMILES: [CH3:1][C:2]1([CH2:7][CH2:8][CH2:9][CH2:10][N:11]2[CH:15]=[C:14]([NH2:16])[CH:13]=[N:12]2)[O:6]CCO1.[CH3:17][O:18][C:19]1[CH:24]=[CH:23][CH:22]=[CH:21][C:20]=1/[CH:25]=[CH:26]/[C:27](O)=[O:28]>>[CH3:17][O:18][C:19]1[CH:24]=[CH:23][CH:22]=[CH:21][C:20]=1/[CH:25]=[CH:26]/[C:27]([NH:16][C:14]1[CH:13]=[N:12][N:11]([CH2:10][CH2:9][CH2:8][CH2:7][C:2](=[O:6])[CH3:1])[CH:15]=1)=[O:28]. Procedure: Following general procedure B followed by either C or D, starting from 1-[4-(2-methyl-[1,3]dioxolan-2-yl)-butyl]-1H-pyrazol-4-ylamine and (E)-3-(2-methoxy-phenyl)-acrylic acid. Starting materials: S(=O)(=O)([O-])C1=CC=C(C)C=C1 (tosylate), ClC1=C(C=C(C=C1)NC(=O)NC1=CC=C(OC2=CC(=NC=C2)C(=O)NC)C=C1)C(F)(F)F (4-{4-[({[4-chloro-3-(trifluoromethyl)phenyl]amino}carbonyl)-amino]phenoxy}-N-methylpyridine-2-carboxamide), II. Solvent: CO (methanol). Yields the product S(=O)(=O)(O)C1=CC=C(C)C=C1.ClC1=C(C=C(C=C1)NC(=O)NC1=CC=C(OC2=CC(=NC=C2)C(=O)NC)C=C1)C(F)(F)F (4-{4-[({[4-chloro-3-(trifluoromethyl)phenyl]amino}carbonyl)-amino]phenoxy}-N-methylpyridine-2-carboxamide tosylate). RXN SMILES: [S:1]([C:5]1[CH:11]=[CH:10][C:8]([CH3:9])=[CH:7][CH:6]=1)([O-:4])(=[O:3])=[O:2].[Cl:12][C:13]1[CH:18]=[CH:17][C:16]([NH:19][C:20]([NH:22][C:23]2[CH:39]=[CH:38][C:26]([O:27][C:28]3[CH:33]=[CH:32][N:31]=[C:30]([C:34]([NH:36][CH3:37])=[O:35])[CH:29]=3)=[CH:25][CH:24]=2)=[O:21])=[CH:15][C:14]=1[C:40]([F:43])([F:42])[F:41]>CO>[S:1]([C:5]1[CH:11]=[CH:10][C:8]([CH3:9])=[CH:7][CH:6]=1)([OH:4])(=[O:3])=[O:2].[Cl:12][C:13]1[CH:18]=[CH:17][C:16]([NH:19][C:20]([NH:22][C:23]2[CH:39]=[CH:38][C:26]([O:27][C:28]3[CH:33]=[CH:32][N:31]=[C:30]([C:34]([NH:36][CH3:37])=[O:35])[CH:29]=3)=[CH:25][CH:24]=2)=[O:21])=[CH:15][C:14]=1[C:40]([F:43])([F:41])[F:42] |f:3.4|. Procedure: 3.5 g of the tosylate salt of 4-{4-[({[4-chloro-3-(trifluoromethyl)phenyl]amino}carbonyl)-amino]phenoxy}-N-methylpyridine-2-carboxamide in the polymorph II are suspended in 15 ml of methanol and stirred at room temperature. After one week, the suspension is filtered and the residue dried at room temperature. Subsequently, the product is heat-treated at 150° C. for 30 min. The residue is analyzed by X-ray diffractometry and corresponds to the title compound in the polymorph III. Starting materials: ClC1=C(N)C=CC=C1 (2-Chloroaniline), C[Al](C)C (trimethylaluminum), Cl (HCl), CS(=O)(=O)C=1C=CC(=NC1)C(=O)OC (methyl 5-(methylsulfonyl)picolinate). Run in C1(=CC=CC=C1)C (toluene), ClCCl (Dichloromethane). Run at temperature 85 celsius, time 0.5 hour. The product is ClC1=C(C=CC=C1)NC(C1=NC=C(C=C1)S(=O)(=O)C)=O (N-(2-chlorophenyl)-5-(methylsulfonyl)picolinamide). Reaction SMILES: [Cl:1][C:2]1[CH:8]=[CH:7][CH:6]=[CH:5][C:3]=1[NH2:4].C[Al](C)C.[CH3:13][S:14]([C:17]1[CH:18]=[CH:19][C:20]([C:23](OC)=[O:24])=[N:21][CH:22]=1)(=[O:16])=[O:15].Cl>C1(C)C=CC=CC=1.ClCCl>[Cl:1][C:2]1[CH:8]=[CH:7][CH:6]=[CH:5][C:3]=1[NH:4][C:23](=[O:24])[C:20]1[CH:19]=[CH:18][C:17]([S:14]([CH3:13])(=[O:16])=[O:15])=[CH:22][N:21]=1. Procedure: 2-Chloroaniline (1.20 g, 0.0093 mol) in toluene (20 mL) was added to trimethylaluminum (2.0 M 4.6 mL) then methyl 5-(methylsulfonyl)picolinate 4 (1.0 g, 4.65 mol) was added and the mixture was heated to 80-90° C. for 2 h. The reaction mixture was cooled down and 1N HCl solution (10 mL) was added to be acidic. Dichloromethane (100 mL) was then added and the organic phase was further washed with water (100 mL) and dried over sodium sulfate. The solvent was removed and the residue was mixed with et...